From a dataset of the Open Reaction Database (ORD), a public repository of structured organic reaction records. describe an organic reaction: reactants, conditions, products, and yield Starting materials: [N+](=O)(O)[O-] (nitric acid), FC1=C(C=CC(=C1)F)OC(=O)OCC (2,4-difluoro-O-ethoxycarbonylphenol), ice water. The solvent is S(O)(O)(=O)=O (sulfuric acid). Conditions: time 1 hour. Product: FC1=C(C=C(C(=C1)F)[N+](=O)[O-])O (2,4-difluoro-5-nitrophenol). Yield: 95.0%. Reaction SMILES: [F:1][C:2]1[CH:7]=[C:6]([F:8])[CH:5]=[CH:4][C:3]=1[O:9]C(OCC)=O.[N+:15]([O-])([OH:17])=[O:16]>S(=O)(=O)(O)O>[F:1][C:2]1[CH:7]=[C:6]([F:8])[C:5]([N+:15]([O-:17])=[O:16])=[CH:4][C:3]=1[OH:9]. Procedure: 50.5 g (250 mmol) of the resulting 2,4-difluoro-O-ethoxycarbonylphenol was dissolved in 115 ml of concentrated sulfuric acid, 15.9 ml of fuming nitric acid was added while maintaining the internal temperature at from 10° to 20° C. and the mixture was stirred at the same temperature for 1 hour. The reaction solution was poured into ice water and the mixture was extracted with 500 ml of ethyl acetate. The organic layer was washed twice with an aqueous saturated solution of sodium chloride and drie... The reactants are [BH4-], O=Cc1cc(Br)ccc1Oc1ccc(Cl)c(Cl)c1, CN, CO, [Na+]. The product is CNCc1cc(Br)ccc1Oc1ccc(Cl)c(Cl)c1. Reaction SMILES: [BH4-:21].[Br:1][c:2]1[cH:3][cH:4][c:5]([O:10][c:11]2[cH:12][c:13]([Cl:18])[c:14]([Cl:17])[cH:15][cH:16]2)[c:6]([CH:7]=[O:8])[cH:9]1.[CH3:19][NH2:20].[CH3:23][OH:24].[Na+:22]>>[Br:1][c:2]1[cH:3][cH:4][c:5]([O:10][c:11]2[cH:12][c:13]([Cl:18])[c:14]([Cl:17])[cH:15][cH:16]2)[c:6]([CH2:7][NH:20][CH3:19])[cH:9]1. Reactants: N(=O)[O-].[Na+] (sodium nitrite), CS(=O)(=O)OC1=C(C=CC=C1)N (2-aminophenyl methanesulfonate), Cl (hydrochloric acid), diazonium salt, S(=O)=O (sulfur dioxide), CuCl2. The reagents and catalysts are [Cl-].C(C1=CC=CC=C1)[N+](CC)(CC)CC (benzyltriethylammonium chloride). Solvent: O (water), ClCCCl (1,2-dichloroethane), O (water). Run at temperature 0 celsius, time 1 hour. Yields the product CS(=O)(=O)OC1=C(C=CC=C1)S(=O)(=O)Cl (2-Chlorosulfonylphenyl methanesulfonate). Reaction SMILES: N([O-])=O.[Na+].[CH3:5][S:6]([O:9][C:10]1[CH:15]=[CH:14][CH:13]=[CH:12][C:11]=1N)(=[O:8])=[O:7].[ClH:17].[S:18](=[O:20])=[O:19]>O.[Cl-].C([N+](CC)(CC)CC)C1C=CC=CC=1.ClCCCl>[CH3:5][S:6]([O:9][C:10]1[CH:15]=[CH:14][CH:13]=[CH:12][C:11]=1[S:18]([Cl:17])(=[O:20])=[O:19])(=[O:8])=[O:7] |f:0.1,6.7|. Procedure: A diazonium salt solution, prepared by simultaneously introducing a solution of 39.5 g (0.57 mol) of sodium nitrite in 60 ml of water and 105 g (0.57 mol) of 2-aminophenyl methanesulfonate into 200 ml of concentrated hydrochloric acid at 0°-5° C. and stirring for 1 hour at 0° C., was added dropwise at 0°-10° C. to a solution, saturated with sulfur dioxide, of 1.7 g of CuCl2 and 4.5 g of benzyltriethylammonium chloride in 200 ml of 1,2-dichloroethane and 10 ml of water. The means of cooling were ... Starting materials: S(=O)(Cl)Cl (thionyl chloride), C(=O)(O)C=1C=C(C=CC1)C=1C(C(=CN(C1)C)N1N=CC=C1)=O.S(O)(O)(=O)=O (5-(3-carboxyphenyl)-1-methyl-3-(pyrazol-1-yl)-4-pyridone sulphuric acid), CO (methanol). Run at time 12 hour. The product is COC(=O)C=1C=C(C=CC1)C=1C(C(=CN(C1)C)N1N=CC=C1)=O (5-(3-methoxycarbonylphenyl)-1-methyl-3-(pyrazol-1-yl)-4-pyridone). The yield is 91.0%. Reaction SMILES: S(Cl)(Cl)=O.[C:5]([C:8]1[CH:9]=[C:10]([C:14]2[C:15](=[O:26])[C:16]([N:21]3[CH:25]=[CH:24][CH:23]=[N:22]3)=[CH:17][N:18]([CH3:20])[CH:19]=2)[CH:11]=[CH:12][CH:13]=1)([OH:7])=[O:6].S(=O)(=O)(O)O.[CH3:32]O>>[CH3:32][O:6][C:5]([C:8]1[CH:9]=[C:10]([C:14]2[C:15](=[O:26])[C:16]([N:21]3[CH:25]=[CH:24][CH:23]=[N:22]3)=[CH:17][N:18]([CH3:20])[CH:19]=2)[CH:11]=[CH:12][CH:13]=1)=[O:7] |f:1.2|. Procedure details: 24 ml (0.33 mole) of thionyl chloride are added dropwise to 30 g (0.09 mole) of 5-(3-carboxyphenyl)-1-methyl-3-(pyrazol-1-yl)-4-pyridone-sulphuric acid adduct in 100 ml of methanol at 0° C. to 10° C.; when the addition has ended, the mixture is stirred at room temperature for 12 hours and concentrated in vacuo, the oil which remains is taken up in 100 ml of water and the mixture is rendered weakly alkaline with aqueous sodium carbonate solution and extracted three times with 100 ml of methylene ... The reactants are C1CCNCC1, CCOC(C)=O, CS(=O)(=O)c1ccc(Nc2nc(Cl)ccc2C(N)=O)cc1. The product is CS(=O)(=O)c1ccc(Nc2nc(N3CCCCC3)ccc2C(N)=O)cc1. As a reaction SMILES: [CH2:22]1[CH2:23][CH2:24][NH:25][CH2:26][CH2:27]1.[CH3:28][CH2:29][O:30][C:31]([CH3:32])=[O:33].[Cl:1][c:2]1[n:3][c:4]([NH:11][c:12]2[cH:13][cH:14][c:15]([S:18](=[O:19])(=[O:20])[CH3:21])[cH:16][cH:17]2)[c:5]([C:6](=[O:7])[NH2:8])[cH:9][cH:10]1>>[c:2]1([N:25]2[CH2:24][CH2:23][CH2:22][CH2:27][CH2:26]2)[n:3][c:4]([NH:11][c:12]2[cH:13][cH:14][c:15]([S:18](=[O:19])(=[O:20])[CH3:21])[cH:16][cH:17]2)[c:5]([C:6](=[O:7])[NH2:8])[cH:9][cH:10]1.